From a dataset of the Open Reaction Database (ORD), a public repository of structured organic reaction records. describe an organic reaction: reactants, conditions, products, and yield The reactants are O(C1=CC=CC=C1)C(=O)N[C@@H](C(C)C)C(=O)O (N-phenoxycarbonyl-L-Valine), [OH-].[Na+] (NaOH), C1(=CC=CC=C1)O (phenol), [OH-].[Na+] (NaOH), CNCC=1N=C(SC1)C(C)C (N-methyl-N-((2-isopropyl-4-thiazolyl)methyl)amine). Solvent: C1CCOC1 (THF), C1CCOC1 (THF), C1CCOC1 (THF). Conditions: temperature 15 celsius, time 3 hour. Product: CN(CC=1N=C(SC1)C(C)C)C(=O)N[C@@H](C(C)C)C(=O)O (N-((N-Methyl-N-((2-isopropyl-4-thiazolyl)methyl)amino)carbonyl)-L-Valine). The yield is 77.1%. Reaction SMILES: C1(O)C=CC=CC=1.[OH-].[Na+].[CH3:10][NH:11][CH2:12][C:13]1[N:14]=[C:15]([CH:18]([CH3:20])[CH3:19])[S:16][CH:17]=1.[O:21]([C:28]([NH:30][C@H:31]([C:35]([OH:37])=[O:36])[CH:32]([CH3:34])[CH3:33])=O)C1C=CC=CC=1>C1COCC1>[CH3:10][N:11]([C:28]([NH:30][C@H:31]([C:35]([OH:37])=[O:36])[CH:32]([CH3:34])[CH3:33])=[O:21])[CH2:12][C:13]1[N:14]=[C:15]([CH:18]([CH3:20])[CH3:19])[S:16][CH:17]=1 |f:1.2|. Procedure details: To a solution of phenol (2.18 g, 23.2 mmol) in THF (25 mL) was added 50% NaOH solution (1.86 g, 23.2 mmol) at ambient temperature. After the exotherm subsided, N-methyl-N-((2-isopropyl-4-thiazolyl)methyl)amine (3.95 g, 23.2 mmol) was added. The solution was cooled to 15° C., and then a solution of N-phenoxycarbonyl-L-Valine (5.0 g, 21.1 mmol) dissolved in 25 mL of THF was added slowly. An ice bath was used to maintain the temperature between 15 and 20° C. Following a 5 mL THF rinse, the reaction... Run at temperature 25 celsius. The product is OC(=O)[C@@]1(OC[C@@H]2[C@@H]([C@@H]([C@H]([C@H](O[C@H]3[C@@H]([C@H](C(O)O[C@@H]3CO)NC(=O)C)O)O2)O)O)O)C[C@H](O)[C@@H](N)[C@@H](O1)[C@H](O)[C@H](O)CO (Neuα2,6Galβ1,4GlcNAc). Solvent: O (water). RXN SMILES: [OH:1][C:2]([C:4]1([O:15][C@@H:14]([C@@H:16]([C@@H:18]([CH2:20][OH:21])[OH:19])[OH:17])[C@H:9]([NH:10]C(C)=O)[C@@H:7]([OH:8])[CH2:6]1)[OH:5])=[O:3].[O:22]([C@@H:34]1[C@@H:40]([CH2:41][OH:42])[O:39][CH:37]([OH:38])[C@H:36]([NH:43][C:44]([CH3:46])=[O:45])[C@H:35]1[OH:47])[C@@H:23]1[O:31][C@H:30]([CH2:32]O)[C@H:28]([OH:29])[C@H:26]([OH:27])[C@H:24]1[OH:25].P(OC[C@H]1O[C@@H](N2C3N=CN=C(N)C=3N=C2)[C@H](O)[C@@H]1O)(OP(OP(O)(O)=O)(O)=O)(=O)O.[Mg+2].[Cl-].[Cl-].[Cl-].[K+].CC(N[C@H]1C([C@H](O)[C@H](O)CO)O[C@](OP(OC[C@H]2O[C@@H](N3C(=O)N=C(N)C=C3)[C@H](O)[C@@H]2O)([O-])=O)(C(O)=O)C[C@@H]1O)=O.[Na+].C1N(CCO)CCN(CCS(O)(=O)=O)C1.C=CC(N)=O>O>[OH:1][C:2]([C@@:4]1([O:15][C@@H:14]([C@@H:16]([C@@H:18]([CH2:20][OH:21])[OH:19])[OH:17])[C@H:9]([NH2:10])[C@@H:7]([OH:8])[CH2:6]1)[O:5][CH2:32][C@H:30]1[O:31][C@@H:23]([O:22][C@@H:34]2[C@@H:40]([CH2:41][OH:42])[O:39][CH:37]([OH:38])[C@H:36]([NH:43][C:44]([CH3:46])=[O:45])[C@H:35]2[OH:47])[C@H:24]([OH:25])[C@@H:26]([OH:27])[C@H:28]1[OH:29])=[O:3] |f:3.4.5,6.7,8.9|. Isolated yield 97.0%. The reactants are OC(=O)C1(O)C[C@H](O)[C@@H](NC(=O)C)[C@@H](O1)[C@H](O)[C@H](O)CO (NeuAc), OC(=O)C1(O)C[C@H](O)[C@@H](NC(=O)C)[C@@H](O1)[C@H](O)[C@H](O)CO (NeuAc), MnCl2.4H2O, [Cl-].[K+] (KCl), CC(=O)N[C@@H]1[C@H](C[C@](OC1[C@@H]([C@@H](CO)O)O)(C(=O)O)OP(=O)([O-])OC[C@@H]2[C@H]([C@H]([C@@H](O2)N3C=CC(=NC3=O)N)O)O)O.[Na+] (CMP-NeuAc), sialyl, C1CN(CCN1CCO)CCS(=O)(=O)O (HEPES), trisaccharide, [Mg+2].[Cl-].[Cl-] (MgCl2), C=CC(=O)N (Bio Gel P2), O([C@H]1[C@H](O)[C@@H](O)[C@@H](O)[C@H](O1)CO)[C@H]1[C@@H]([C@H](C(O)O[C@@H]1CO)NC(=O)C)O (Galβ1,4GlcNAc), P(O)(=O)(OP(=O)(O)OP(=O)(O)O)OC[C@@H]1[C@H]([C@H]([C@@H](O1)N1C=NC=2C(N)=NC=NC12)O)O (ATP). Procedure: NeuAc (0.92 g, 3 mmol), Galβ1,4GlcNAc (1.1 g, 3 mmol), CMP (0.1 g, 30 μmol), ATP (16 mg, 3 μmol), PEP (2.8 g, 6 mmol), MgCl2. 6H2O (0.61 g, 3 mmol), MnCl2.4H2O (0.15 g, 0.8 mmol), KCl (0.22 g, 3 mmol), NMK or MK (450 U), PK (6,000 U), PPase (300 U), CMP-NeuAc synthetase (24 U) , and Siaα2,6Gal sialyl transferase (4 U) were mixed with 150 ml of HEPES buffer (0.2M, pH 7.5) to form a reaction mixture and the reaction mixture maintained under argon at about 25° C. for about 48 hours. After the disap... Reactants: COC1=CC=CC2=C1CC(CO2)=O (5-methoxy-3,4-dihydro-2H-[1]-benzopyran-3-one), C(CC)NCCC (dipropylamine), FC(C(=O)O)(F)F (trifluoroacetic acid). Reaction SMILES: [CH3:1][O:2][C:3]1[C:8]2[CH2:9][C:10](=O)[CH2:11][O:12][C:7]=2[CH:6]=[CH:5][CH:4]=1.[CH2:14]([NH:17][CH2:18][CH2:19][CH3:20])[CH2:15][CH3:16].FC(F)(F)C(O)=O>C1(C)C=CC=CC=1>[CH3:1][O:2][C:3]1[C:8]2[CH2:9][CH:10]([N:17]([CH2:18][CH2:19][CH3:20])[CH2:14][CH2:15][CH3:16])[CH2:11][O:12][C:7]=2[CH:6]=[CH:5][CH:4]=1. Product: COC1=CC=CC2=C1CC(CO2)N(CCC)CCC (5-methoxy-3,4-dihydro-N,N-dipropyl-2H-[1]-benzopyran-3-amine). Reported procedure: A mixture of 6.4 g of 5-methoxy-3,4-dihydro-2H-[1]-benzopyran-3-one, 30 ml of dipropylamine, 0.5 ml of trifluoroacetic acid and 200 ml of toluene is refluxed in a Dean-Stark apparatus for 3 hours. The solution concentrated in vacuo and the residue is added to a solution of 7 g of sodium cyanoborohydride in 160 ml of ethanol and 40 ml of acetic acid. After 15 minutes at room temperature most of the solvent is removed in vacuo. The residue is dissolved in 6N hydrochloric acid and washed with ether... Solvent: C1(=CC=CC=C1)C (toluene). The reactants are CC(Cl)c1cccnc1, COc1ccc(CN2CCNCC2)c(OC)c1OC. Run at temperature 70 celsius, time 16 hour. Reagents/catalysts: O=C([O-])[O-].[Cs+].[Cs+] (cesium carbonate), [I-].[K+] (potassium iodide). Solvent: CN(C)C=O (DMF), CN(C)C=O (dmf), CN(C)C=O (DMF). The product is COc1ccc(CN2CCN(C(C)c3cccnc3)CC2)c(OC)c1OC. Starting materials: C(#N)C(C(=O)O)C1=CC=CC=C1 (α-cyano-phenylacetic acid), N1=CC=CC=C1 (pyridine), ClC1=C(C(=C(C(=C1O)Cl)Cl)Cl)Cl (pentachlorophenol), P(Cl)(Cl)(Cl)(Cl)Cl (phosphorous pentachloride), Cl (hydrochloric acid). The solvent is ClCCl (dichloromethane), ClCCl (dichloromethane), C(Cl)(Cl)(Cl)Cl (carbontetrachloride). Product: ClC1=C(C(=C(C(=C1OC(C(C#N)C1=CC=CC=C1)=O)Cl)Cl)Cl)Cl (α-Cyano-phenylacetic acid pentachlorophenylester). As a reaction SMILES: [C:1]([CH:3]([C:7]1[CH:12]=[CH:11][CH:10]=[CH:9][CH:8]=1)[C:4]([OH:6])=[O:5])#[N:2].P(Cl)(Cl)(Cl)(Cl)Cl.Cl.[Cl:20][C:21]1[C:26](O)=[C:25]([Cl:28])[C:24]([Cl:29])=[C:23]([Cl:30])[C:22]=1[Cl:31].N1C=CC=CC=1>C(Cl)(Cl)(Cl)Cl.ClCCl>[Cl:20][C:21]1[C:26]([O:5][C:4](=[O:6])[CH:3]([C:7]2[CH:12]=[CH:11][CH:10]=[CH:9][CH:8]=2)[C:1]#[N:2])=[C:25]([Cl:28])[C:24]([Cl:29])=[C:23]([Cl:30])[C:22]=1[Cl:31]. Reported procedure: 8 g. (0.05 moles) of α-cyano-phenylacetic acid are dissolved in 80 ml. of dichloromethane, 10.2 g. (0.05 moles) of phosphorous pentachloride are added and the mixture is stirred for 2 hours at the boiling point of the dichloromethane. The reaction is completed when the hydrochloric acid evolution ceases. The solvent is distilled off and the residue containing the obtained acid chloride and phosphoroxychloride is taken up in carbontetrachloride and the solution is added dropwise to 13 g. (0.05 mo... Yields the product ClC=1C=C(C=CC1Cl)C(C(=O)OC)CC=C (methyl 2-(3,4-dichlorophenyl)pent-4-enoate). The reactants are ClC=1C=C(C=CC1Cl)CC(=O)OC (methyl 3,4-dichlorophenylacetate), [Li+].CC(C)[N-]C(C)C (LDA), C(C)(C)NC(C)C (N,N-diisopropylamine), C(CCC)[Li] (n-butyllithium), CCCCCC (hexane), C(C=C)Br (allyl bromide). Run in O1CCCC1 (tetrahydrofuran), O1CCCC1 (tetrahydrofuran). As a reaction SMILES: C(N[CH:5]([CH3:7])[CH3:6])(C)C.C([Li])CCC.CCCCCC.[Cl:19][C:20]1[CH:21]=[C:22]([CH2:27][C:28]([O:30][CH3:31])=[O:29])[CH:23]=[CH:24][C:25]=1[Cl:26].[Li+].CC([N-]C(C)C)C.C(Br)C=C>O1CCCC1>[Cl:19][C:20]1[CH:21]=[C:22]([CH:27]([CH2:7][CH:5]=[CH2:6])[C:28]([O:30][CH3:31])=[O:29])[CH:23]=[CH:24][C:25]=1[Cl:26] |f:4.5|. Procedure: To a solution of N,N-diisopropylamine (1.79 mL, 12.8 mmol) in tetrahydrofuran (10.0 mL, 123 mmol) was added 2.50 M of n-butyllithium in hexane (4.68 mL, 11.7 mmol) dropwise at 0° C. The solution was stirred under an atmosphere of Nitrogen for 10 min, and then cooled to −78° C. A solution of methyl 3,4-dichlorophenylacetate (2.27 g, 10.4 mmol) in tetrahydrofuran (10.0 mL) was added to the LDA solution dropwise via cannula. After 10 min of stirring, the reaction was warmed to 0° C. for 1 hr. The s... Reaction conditions: temperature -78 celsius, time 10 minute. The yield is 91.7%. Reactants: C1(=CC=CC=C1)[C@@H](C)NC(=O)C=1N(C2=CC=C(C=C2C1)OCC1=CC=CC=C1)CC1=CC(=CC=C1)C(N)=S ((R)-5-benzyloxy-1-(3-thiocarbamoyl-benzyl)-1H-indole-2-carboxylic acid (1-phenyl-ethyl)-amide), CI (methyl iodide), C(C)(=O)[O-].[NH4+] (ammonium acetate), CO (methanol). The solvent is CC(=O)C (acetone), CC(=O)C (acetone). Product: C(C)(=O)O.C1(=CC=CC=C1)[C@@H](C)NC(=O)C=1N(C2=CC=C(C=C2C1)OCC1=CC=CC=C1)CC1=CC(=CC=C1)C(N)=N ((R)-1-(3-Amidino-benzyl)-5-benzyloxy-1H-indole-2-carboxylic acid (1-phenyl-ethyl)-amide acetic acid salt). Isolated yield 28.0%. Reaction SMILES: [C:1]1([C@H:7]([NH:9][C:10]([C:12]2[N:13]([CH2:29][C:30]3[CH:35]=[CH:34][CH:33]=[C:32]([C:36](=S)[NH2:37])[CH:31]=3)[C:14]3[C:19]([CH:20]=2)=[CH:18][C:17]([O:21][CH2:22][C:23]2[CH:28]=[CH:27][CH:26]=[CH:25][CH:24]=2)=[CH:16][CH:15]=3)=[O:11])[CH3:8])[CH:6]=[CH:5][CH:4]=[CH:3][CH:2]=1.CI.[C:41]([O-:44])(=[O:43])[CH3:42].[NH4+:45].CO>CC(C)=O>[C:41]([OH:44])(=[O:43])[CH3:42].[C:1]1([C@H:7]([NH:9][C:10]([C:12]2[N:13]([CH2:29][C:30]3[CH:35]=[CH:34][CH:33]=[C:32]([C:36](=[NH:37])[NH2:45])[CH:31]=3)[C:14]3[C:19]([CH:20]=2)=[CH:18][C:17]([O:21][CH2:22][C:23]2[CH:28]=[CH:27][CH:26]=[CH:25][CH:24]=2)=[CH:16][CH:15]=3)=[O:11])[CH3:8])[CH:6]=[CH:5][CH:4]=[CH:3][CH:2]=1 |f:2.3,6.7|. Procedure: This compound was prepared from (R)-5-benzyloxy-1-(3-thiocarbamoyl-benzyl)-1H-indole-2-carboxylic acid (1-phenyl-ethyl)-amide, methyl iodide, and ammonium acetate as described in example 1/5, but for the methylation acetone was used as solvent and in the last step methanol and acetone were used as solvents. The crude material was purified by flash chromatography on silica gel with dichloromethane/methanol/acetic acid 9:0.25:0.5 to give the desired product in 28% yield. M.p. 72° C. (dec.). MS: 50... The reactants are [Br-], CC(C)n1nc(OCc2ccccc2)c(C=O)c1Br, COc1ccc([Mg+])cc1, [Cl-], [NH4+], C1CCOC1. The product is COc1ccc(C(O)c2c(OCc3ccccc3)nn(C(C)C)c2Br)cc1. Reaction SMILES: [Br-:20].[CH2:1]([c:2]1[cH:3][cH:4][cH:5][cH:6][cH:7]1)[O:8][c:9]1[n:10][n:11]([CH:17]([CH3:18])[CH3:19])[c:12]([Br:16])[c:13]1[CH:14]=[O:15].[CH3:21][O:22][c:23]1[cH:24][cH:25][c:26]([Mg+:29])[cH:27][cH:28]1.[Cl-:30].[NH4+:31].[O:32]1[CH2:33][CH2:34][CH2:35][CH2:36]1>>[CH2:1]([c:2]1[cH:3][cH:4][cH:5][cH:6][cH:7]1)[O:8][c:9]1[n:10][n:11]([CH:17]([CH3:18])[CH3:19])[c:12]([Br:16])[c:13]1[CH:14]([OH:15])[c:26]1[cH:25][cH:24][c:23]([O:22][CH3:21])[cH:28][cH:27]1.